From a dataset of the Open Reaction Database (ORD), a public repository of structured organic reaction records. describe an organic reaction: reactants, conditions, products, and yield The reactants are C(C)(C)(C)OC(=O)N[C@H]([C@@H](CCl)O)CC1=CC=CC=C1 ((2S,3S)-3-(t-butoxycarbonylamino)-1-chloro-2-hydroxy-4-phenylbutane), C(C)(=O)[O-].[K+] (potassium acetate), C(C)C1=CC=CC=C1 (ethylbenzene). The reagents and catalysts are [Br-].C(CCC)[N+](CCCC)(CCCC)CCCC (tetrabutylammoniumbromide). Solvent: C(C)#N (acetonitrile). Yields the product C(C)(=O)OC[C@H]([C@H](CC1=CC=CC=C1)NC(=O)OC(C)(C)C)O ((2S,3S)-1-Acetoxy-3-(t-butoxycarbonylamino)-2-hydroxy-4-phenylbutane). Isolated yield 44.7%. RXN SMILES: [C:1]([O:5][C:6]([NH:8][C@@H:9]([CH2:14][C:15]1[CH:20]=[CH:19][CH:18]=[CH:17][CH:16]=1)[C@H:10]([OH:13])[CH2:11]Cl)=[O:7])([CH3:4])([CH3:3])[CH3:2].[C:21]([O-:24])(=[O:23])[CH3:22].[K+].C(C1C=CC=CC=1)C>[Br-].C([N+](CCCC)(CCCC)CCCC)CCC.C(#N)C>[C:21]([O:24][CH2:11][C@@H:10]([OH:13])[C@@H:9]([NH:8][C:6]([O:5][C:1]([CH3:4])([CH3:3])[CH3:2])=[O:7])[CH2:14][C:15]1[CH:20]=[CH:19][CH:18]=[CH:17][CH:16]=1)(=[O:23])[CH3:22] |f:1.2,4.5|. Procedure: A mixture composed of 2.0 mmol (0.599 g) of (2S,3S)-3-(t-butoxycarbonylamino)-1-chloro-2-hydroxy-4-phenylbutane, 0.1 mmol (0.032 g) of tetrabutylammoniumbromide, 5.0 mmol (0.49 g) of potassium acetate and 10 ml of acetonitrile was stirred under reflux for 50 hours. Thereafter, the solvent was distilled off under reduced pressure, 20 ml of water and 20 ml of ethyl acetate were added, and the organic layer was separated, dried over sodium sulfate, filtered and concentrated under reduced pressure t... Reactants: ClC(Cl)(Cl)Cl, O=C1CCC(=O)N1Cl, Cc1ccc2c(c1)Nc1sc3cc(F)ccc3c1C(N1CCN(C)CC1)=N2. The product is CN1CCN(C2=Nc3ccc(CCl)cc3Nc3sc4cc(F)ccc4c32)CC1. Reaction SMILES: [C:36]([Cl:37])([Cl:38])([Cl:39])[Cl:40].[Cl:28][N:29]1[C:30](=[O:31])[CH2:32][CH2:33][C:34]1=[O:35].[F:1][c:2]1[cH:3][c:4]2[c:5]([cH:6][cH:7]1)[c:8]1[c:9]([s:27]2)[NH:10][c:11]2[c:12]([cH:22][cH:23][c:24]([CH3:26])[cH:25]2)[N:13]=[C:14]1[N:15]1[CH2:16][CH2:17][N:18]([CH3:21])[CH2:19][CH2:20]1>>[F:1][c:2]1[cH:3][c:4]2[c:5]([cH:6][cH:7]1)[c:8]1[c:9]([s:27]2)[NH:10][c:11]2[c:12]([cH:22][cH:23][c:24]([CH2:26][Cl:28])[cH:25]2)[N:13]=[C:14]1[N:15]1[CH2:16][CH2:17][N:18]([CH3:21])[CH2:19][CH2:20]1. Starting materials: COC(=O)CCCCCOc1ccc(OC(=O)COCc2ccccc2)cc1, CO, [H][H]. The product is COC(=O)CCCCCOc1ccc(OC(=O)CO)cc1. As a reaction SMILES: [CH3:1][O:2][C:3]([CH2:4][CH2:5][CH2:6][CH2:7][CH2:8][O:9][c:10]1[cH:11][cH:12][c:13]([O:16][C:17]([CH2:18][O:19][CH2:20][c:21]2[cH:22][cH:23][cH:24][cH:25][cH:26]2)=[O:27])[cH:14][cH:15]1)=[O:28].[CH3:31][OH:32].[H:29][H:30]>>[CH3:1][O:2][C:3]([CH2:4][CH2:5][CH2:6][CH2:7][CH2:8][O:9][c:10]1[cH:11][cH:12][c:13]([O:16][C:17]([CH2:18][OH:19])=[O:27])[cH:14][cH:15]1)=[O:28].